Dataset: the Open Reaction Database (ORD), a public repository of structured organic reaction records. Task: describe an organic reaction: reactants, conditions, products, and yield The reactants are COC(C(NC(=S)NC=1SC=C(N1)C#N)CC1=CC=CC=C1)=O (N-[[(4-cyano-2-thiazolyl)amino]thioxomethyl]-DL-phenylalanine methyl ester), O.C1(=CC=C(C=C1)S(=O)(=O)O)C (p-toluene sulfonic acid hydrate). Run in C1(=CC=CC=C1)C (toluene). Product: C(#N)C=1N=C(SC1)N1C(NC(C1=O)CC1=CC=CC=C1)=S (3-(4-cyano-2-thiazolyl)-5-(phenylmethyl)-2-thioxo-4-imidazolidinone). The yield is 13.2%. RXN SMILES: CO[C:3](=[O:23])[CH:4]([CH2:16][C:17]1[CH:22]=[CH:21][CH:20]=[CH:19][CH:18]=1)[NH:5][C:6]([NH:8][C:9]1[S:10][CH:11]=[C:12]([C:14]#[N:15])[N:13]=1)=[S:7].O.C1(C)C=CC(S(O)(=O)=O)=CC=1>C1(C)C=CC=CC=1>[C:14]([C:12]1[N:13]=[C:9]([N:8]2[C:3](=[O:23])[CH:4]([CH2:16][C:17]3[CH:18]=[CH:19][CH:20]=[CH:21][CH:22]=3)[NH:5][C:6]2=[S:7])[S:10][CH:11]=1)#[N:15] |f:1.2|. Procedure details: A solution of N-[[(4-cyano-2-thiazolyl)amino]thioxomethyl]-DL-phenylalanine methyl ester (1.42 g, 4.10 mmol) and p-toluene sulfonic acid hydrate (0.20 g 1.05 mmol) in toluene (80 mL) was refluxed with a Dean-Stark trap for 24 h. The reaction was cooled to room temperature, solvent removed under reduced pressure, residue taken up in ethyl acetate, washed with saturated sodium bicarbonate and saturated sodium chloride, dried over magnesium sulfate, and concentrated under reduced pressure. The resu... The reactants are COC(C1=CC(=CC=C1)C=1C=C(C=C2C=CC=NC12)C(C)(C)S(=O)(=O)C)=O (3-[6-(1-Methanesulfonyl-1-methyl-ethyl)-quinolin-8-yl]-benzoic acid methyl ester), [Li+].[OH-] (LiOH). Solvent: [OH-].[Na+] (NaOH), C1CCOC1 (THF). Run at temperature 65 celsius, time 6 hour. The product is N1=CC=CC2=CC=CC=C12 (Quinoline). RXN SMILES: COC(=O)C1C=CC=C([C:10]2[CH:11]=[C:12](C(S(C)(=O)=O)(C)C)[CH:13]=[C:14]3[C:19]=2[N:18]=[CH:17][CH:16]=[CH:15]3)C=1.[Li+].[OH-]>C1COCC1.[OH-].[Na+]>[N:18]1[C:19]2[C:14](=[CH:13][CH:12]=[CH:11][CH:10]=2)[CH:15]=[CH:16][CH:17]=1 |f:1.2,4.5|. Procedure: To a solution of 3-[6-(1-methanesulfonyl-1-methylethyl)-quinolin-8-yl]-benzoic acid methyl ester from Step 1 (1.0 eq) in THF (20 mL) was added LiOH (2.5 eq; 2.0N in water). The mixture was stirred at 65° C. for 6 h then poured in NaOH (1N) then extracted with CH2Cl2 (2×). The organic extracts were discarded while the aqueous phase was acidified to pH=5 using AcOH. The latter was extracted with CH2Cl2 (5×). The combined organic extracts were dried over MgSO4, filtered and concentrated. The result... Starting materials: Fc1ccc(Br)c(OCc2ccccc2)c1, C1CCOC1, [Li]CCCC, CCCCCC, COc1ccc(C=O)cc1, [Cl-], [NH4+]. The product is COc1ccc(C(O)c2ccc(F)cc2OCc2ccccc2)cc1. Reaction SMILES: [CH2:12]([c:13]1[cH:14][cH:15][cH:16][cH:17][cH:18]1)[O:19][c:20]1[c:21]([Br:27])[cH:22][cH:23][c:24]([F:26])[cH:25]1.[CH2:40]1[O:41][CH2:42][CH2:43][CH2:44]1.[CH2:7]([Li:8])[CH2:9][CH2:10][CH3:11].[CH3:1][CH2:2][CH2:3][CH2:4][CH2:5][CH3:6].[CH3:28][O:29][c:30]1[cH:31][cH:32][c:33]([CH:34]=[O:35])[cH:36][cH:37]1.[Cl-:38].[NH4+:39]>>[CH2:12]([c:13]1[cH:14][cH:15][cH:16][cH:17][cH:18]1)[O:19][c:20]1[c:21]([CH:34]([c:33]2[cH:32][cH:31][c:30]([O:29][CH3:28])[cH:37][cH:36]2)[OH:35])[cH:22][cH:23][c:24]([F:26])[cH:25]1. Reactants: CC(C)O, OC(CCl)CCCl, Oc1cccc(C(F)(F)F)c1, [K+], [OH-], O. Yields the product OC(CCCl)COc1cccc(C(F)(F)F)c1. As a reaction SMILES: [CH:22]([OH:23])([CH3:24])[CH3:25].[Cl:14][CH2:15][CH:16]([CH2:17][CH2:18][Cl:19])[OH:20].[F:1][C:2]([c:3]1[cH:4][c:5]([OH:9])[cH:6][cH:7][cH:8]1)([F:10])[F:11].[K+:13].[OH-:12].[OH2:21]>>[F:1][C:2]([c:3]1[cH:4][c:5]([O:9][CH2:15][CH:16]([CH2:17][CH2:18][Cl:19])[OH:20])[cH:6][cH:7][cH:8]1)([F:10])[F:11]. Reactants: Nc1cc(Cl)ccn1, O, O=[N+]([O-])O, O=S(=O)(O)O. The product is Nc1nccc(Cl)c1[N+](=O)[O-]. As a reaction SMILES: [NH2:1][c:2]1[n:3][cH:4][cH:5][c:6]([Cl:8])[cH:7]1.[OH2:13].[OH:9][N+:10]([O-:11])=[O:12].[S:14](=[O:15])(=[O:16])([OH:17])[OH:18]>>[NH2:1][c:2]1[n:3][cH:4][cH:5][c:6]([Cl:8])[c:7]1[N+:10](=[O:9])[O-:11]. Reactants: CC(C)(C)[O-].[Na+] (NaOtBu), BrC1=C(C#N)C=CC(=C1)N1C(=CC=2C(CC(CC12)(C)C)=O)C (2-Bromo-4-(2,6,6-trimethyl-4-oxo-4,5,6,7-tetrahydro-indol-1-yl)-benzonitrile), NC1=CC=CC=C1 (aniline). The reagents and catalysts are C1=CC=C(C=C1)P([C-]2C=CC=C2)C3=CC=CC=C3.C1=CC=C(C=C1)P([C-]2C=CC=C2)C3=CC=CC=C3.[Fe+2] (DPPF), CC(=O)[O-].CC(=O)[O-].[Pd+2] (Pd(OAc)2). Run in C1(=CC=CC=C1)C (toluene). Reaction conditions: temperature 110 celsius, time 2 hour. Product: C1(=CC=CC=C1)NC1=C(C(=O)N)C=CC(=C1)N1C(=CC=2C(CC(CC12)(C)C)=O)C (2-(phenylamino)-4-(2,6,6-trimethyl-4-oxo-4,5,6,7-tetrahydroindol-1-yl)benzamide), powder. The yield is 47.0%. RXN SMILES: Br[C:2]1[CH:9]=[C:8]([N:10]2[C:18]3[CH2:17][C:16]([CH3:20])([CH3:19])[CH2:15][C:14](=[O:21])[C:13]=3[CH:12]=[C:11]2[CH3:22])[CH:7]=[CH:6][C:3]=1[C:4]#[N:5].[NH2:23][C:24]1[CH:29]=[CH:28][CH:27]=[CH:26][CH:25]=1.CC([O-:34])(C)C.[Na+]>C1(C)C=CC=CC=1.CC([O-])=O.CC([O-])=O.[Pd+2].C1C=CC(P(C2C=CC=CC=2)[C-]2C=CC=C2)=CC=1.C1C=CC(P(C2C=CC=CC=2)[C-]2C=CC=C2)=CC=1.[Fe+2]>[C:24]1([NH:23][C:2]2[CH:9]=[C:8]([N:10]3[C:18]4[CH2:17][C:16]([CH3:20])([CH3:19])[CH2:15][C:14](=[O:21])[C:13]=4[CH:12]=[C:11]3[CH3:22])[CH:7]=[CH:6][C:3]=2[C:4]([NH2:5])=[O:34])[CH:29]=[CH:28][CH:27]=[CH:26][CH:25]=1 |f:2.3,5.6.7,8.9.10|. Procedure details: 2-Bromo-4-(2,6,6-trimethyl-4-oxo-4,5,6,7-tetrahydro-indol-1-yl)-benzonitrile (107.2 mg, 0.3 mmol), aniline (111.8 mg, 1.2 mmol), Pd(OAc)2 (10.1 mmol, 5 mol %), DPPF (16.6 mg, 10 mol %), and NaOtBu (57.7 mg, 0.6 mmol) were placed in a Personal Chemistry Microwave Vial. The reagents were suspended in 2.5 mL of anhydrous toluene and the vessel purged with nitrogen. The reaction vessel was sealed and heated to 110° C. for 480 seconds. Upon cooling, the reaction mixture was filtered through SiO2 (elu... Reactants: C(C)(C)(C)N (tert-butylamine), C(C)(C)(C)N1S(C(=C(C1=O)Cl)C1=CC=CC=C1)(=O)=O (2-tert-butyl-4-chloro-5-phenylisothiazol-3(2H)-one 1,1-dioxide). Yields the product C(C)(C)(C)N1S(C(=C(C1=O)NC(C)(C)C)C1=CC=CC=C1)(=O)=O (2-tert-Butyl-4-(tert-butylamino)-5-phenylisothiazol-3(2H)-one 1,1-dioxide). Isolated yield 17.0%. Reaction SMILES: [C:1]([NH2:5])([CH3:4])([CH3:3])[CH3:2].[C:6]([N:10]1[C:14](=[O:15])[C:13](Cl)=[C:12]([C:17]2[CH:22]=[CH:21][CH:20]=[CH:19][CH:18]=2)[S:11]1(=[O:24])=[O:23])([CH3:9])([CH3:8])[CH3:7]>>[C:6]([N:10]1[C:14](=[O:15])[C:13]([NH:5][C:1]([CH3:4])([CH3:3])[CH3:2])=[C:12]([C:17]2[CH:22]=[CH:21][CH:20]=[CH:19][CH:18]=2)[S:11]1(=[O:24])=[O:23])([CH3:9])([CH3:8])[CH3:7]. Reported procedure: The title compound was prepared as described for Example 24 from tert-butylamine and 2-tert-butyl-4-chloro-5-phenylisothiazol-3(2H)-one 1,1-dioxide at 140° C. for 1.5 h. The residue was purified by silica gel column chromatography (Horizons Biotage) using 0-5% EtOAc in petroleum ether 40-60° C. as eluent to give the title compound (0.029 g, 17%) as a solid. 1H NMR (500 MHz CDCl3): δ 0.54-7.50 (m, 2H), 7.48-7.44 (m, 3H), 5.53 (s, 1H), 1.74 (s, 9H), 1.08 (s, 9H); 13C NMR (125 MHz CDCl3): 160.9, 13...